This data is from the Open Reaction Database (ORD), a public repository of structured organic reaction records. The task is: describe an organic reaction: reactants, conditions, products, and yield Reactants: C(=C/CCC)/C=1C(CC(C1C)O)=O (2-(2-cis-pentenyl)-4-hydroxy-3-methyl-2-cyclopentenone), CC1=CC=C(C(\C=C/CCC)O)O1 (5-methyl-α-(2-cis-pentenyl)furfuryl alcohol). The solvent is O (water). Reaction conditions: temperature 100 celsius. Yields the product C(=C/CCC)/C1C(C=CC1(C)O)=O (2-(2-cis-pentenyl)-3-hydroxy-3-methyl-4-cyclopentenone). RXN SMILES: [CH3:1][C:2]1[O:13][C:5]([CH:6](O)/[CH:7]=[CH:8]\[CH2:9][CH2:10][CH3:11])=[CH:4][CH:3]=1.C(/C1C(=O)CC([OH:25])C=1C)=C/CCC>O>[CH:7](/[CH:6]1[C:2]([OH:13])([CH3:1])[CH:3]=[CH:4][C:5]1=[O:25])=[CH:8]/[CH2:9][CH2:10][CH3:11]. Procedure: In the same flask as used in Example 1, there were charged 5-methyl-α-(2-cis-pentenyl)furfuryl alcohol (I-2) (18 g) and water (720 g), and the mixture was stirred at 100° C. under a pH of 4.7-4.9. The reaction mixture was then treated in the same manner as in Example 1 to give a mixture (14.2 g) of 2-(2-cis-pentenyl)-3-hydroxy-3-methyl-4-cyclopentenone (II-2) and 2-(2-cis-pentenyl)-4-hydroxy-3-methyl-2-cyclopentenone (III-2). Yield, 79%. The reactants are ClCCCOC1=NNC2=NC=NC(=C21)NC2=CC(=C(C=C2)OCC2=NC=CC=C2)Cl (3-(3-chloropropoxy)-N-[3-chloro-4-(pyridin-2-ylmethoxy)phenyl]-1H-pyrazolo[3,4-d]pyrimidin-4-amine), CN1CCNCC1 (N-methylpiperazine). The product is ClC=1C=C(C=CC1OCC1=NC=CC=C1)NC1=C2C(=NC=N1)NN=C2OCCCN2CCN(CC2)C (N-[3-chloro-4-(pyridin-2-ylmethoxy)phenyl]-3-[3-(4-methylpiperazin-1-yl)propoxy]-1H-pyrazolo[3,4-d]pyrimidin-4-amine). The yield is 22.0%. Reaction SMILES: Cl[CH2:2][CH2:3][CH2:4][O:5][C:6]1[C:14]2[C:9](=[N:10][CH:11]=[N:12][C:13]=2[NH:15][C:16]2[CH:21]=[CH:20][C:19]([O:22][CH2:23][C:24]3[CH:29]=[CH:28][CH:27]=[CH:26][N:25]=3)=[C:18]([Cl:30])[CH:17]=2)[NH:8][N:7]=1.[CH3:31][N:32]1[CH2:37][CH2:36][NH:35][CH2:34][CH2:33]1>>[Cl:30][C:18]1[CH:17]=[C:16]([NH:15][C:13]2[N:12]=[CH:11][N:10]=[C:9]3[NH:8][N:7]=[C:6]([O:5][CH2:4][CH2:3][CH2:2][N:35]4[CH2:36][CH2:37][N:32]([CH3:31])[CH2:33][CH2:34]4)[C:14]=23)[CH:21]=[CH:20][C:19]=1[O:22][CH2:23][C:24]1[CH:29]=[CH:28][CH:27]=[CH:26][N:25]=1. Procedure: The procedure described in Example 23 was repeated using 3-(3-chloropropoxy)-N-[3-chloro-4-(pyridin-2-ylmethoxy)phenyl]-1H-pyrazolo[3,4-d]pyrimidin-4-amine and N-methylpiperazine to give the title compound in 22% yield; NMR Spectrum: 1.95-1.99 (m, 2H), 2.12 (s, 3H), 2.20-2.50 (m, partially hidden by DMSO, 8H), 4.33 (t, 2H), 5.29 (s, 2H), 7.23 (d, 1H), 7.37 (t, 1H), 7.54-7.58 (m, 2H), 7.86-7.89 (m, 2H), 8.27 (s, 1H), 8.44 (br s, 1H), 8.59 (d, 1H); Mass Spectrum: 509 (MH+). Reactants: ClC1=NC=C(C(=N1)Cl)F (2,4-dichloro-5-fluoropyrimidine), FC1=CC(=C(C=C1)B(O)O)OC ((4-fluoro-2-methoxyphenyl)boronic acid), tetrakis(triphenylphosphin)palladium(0), solution, C([O-])([O-])=O.[K+].[K+] (potassium carbonate). The solvent is C(C)(=O)OCC (ethyl acetate), COCCOC (1,2-dimethoxyethane). Conditions: temperature 90 celsius, time 16 hour. Yields the product ClC1=NC=C(C(=N1)C1=C(C=C(C=C1)F)OC)F (2-Chloro-5-fluoro-4-(4-fluoro-2-methoxyphenyl)pyrimidine). The yield is 34.2%. Reaction SMILES: [Cl:1][C:2]1[N:7]=[C:6](Cl)[C:5]([F:9])=[CH:4][N:3]=1.[F:10][C:11]1[CH:16]=[CH:15][C:14](B(O)O)=[C:13]([O:20][CH3:21])[CH:12]=1.C(=O)([O-])[O-].[K+].[K+]>COCCOC.C(OCC)(=O)C>[Cl:1][C:2]1[N:7]=[C:6]([C:14]2[CH:15]=[CH:16][C:11]([F:10])=[CH:12][C:13]=2[O:20][CH3:21])[C:5]([F:9])=[CH:4][N:3]=1 |f:2.3.4|. Reported procedure: A batch with 2,4-dichloro-5-fluoropyrimidine (200 mg; 1.20 mmol; Aldrich Chemical Company Inc.), (4-fluoro-2-methoxyphenyl)boronic acid (224 mg; 1.31 mmol; Aldrich Chemical Company Inc.) and tetrakis(triphenylphosphin)palladium(0) (138 mg; 0.12 mmol) in 1,2-dimethoxyethane (3.6 mL) and 2 M solution of potassium carbonate (1.8 mL) was degassed using argon. The batch was stirred under argon for 16 hours at 90° C. After cooling the batch was diluted with ethyl acetate and washed with brine. The org... Reactants: C(C)OC(C1=CC=NC=C1)=O (isonicotinic acid ethyl ester), FC=1C=C(C=CC1F)CC#N ((3,4-difluoro-phenyl)-acetonitrile). Yields the product FC=1C=C(C=CC1F)CC(=O)C1=CC=NC=C1 (2-(3,4-difluoro-phenyl)-1-pyridin-4-yl-ethanone), FC=1C=C(C=CC1F)CC(C1=CC=NC=C1)N (2-(3,4-difluoro-phenyl)-1-pyridin-4-yl-ethylamine). Reaction SMILES: C(O[C:4](=[O:11])[C:5]1[CH:10]=[CH:9][N:8]=[CH:7][CH:6]=1)C.[F:12][C:13]1[CH:14]=[C:15]([CH2:20][C:21]#[N:22])[CH:16]=[CH:17][C:18]=1[F:19]>>[F:12][C:13]1[CH:14]=[C:15]([CH2:20][C:4]([C:5]2[CH:6]=[CH:7][N:8]=[CH:9][CH:10]=2)=[O:11])[CH:16]=[CH:17][C:18]=1[F:19].[F:12][C:13]1[CH:14]=[C:15]([CH2:20][CH:21]([NH2:22])[C:5]2[CH:10]=[CH:9][N:8]=[CH:7][CH:6]=2)[CH:16]=[CH:17][C:18]=1[F:19]. Procedure: The title compound was generated from commercially available isonicotinic acid ethyl ester and (3,4-difluoro-phenyl)-acetonitrile according to the general procedure D described above. The intermediates 2-(3,4-difluoro-phenyl)-1-pyridin-4-yl-ethanone and 2-(3,4-difluoro-phenyl)-1-pyridin-4-yl-ethylamine were isolated and characterized. The product is BrC1=CC=C(C=C1)CC(C)(C)NCC(O)C1=CC(=CC=2NC(COC21)=O)O (8-{2-[2-(4-bromophenyl)-1,1-dimethylethylamino]-1-hydroxyethyl}-6-hydroxy-4H-benzo[1,4]oxazin-3-one). Procedure: The preparation of the ethanolamine and debenzylation were carried out as described in Example 19 from 300 mg (0.91 mmol) of 6-benzyloxy-8-(2,2-dihydroxy-acetyl)-4H-benzo[1,4]oxazin-3-one and 250 mg (1.09 mmol) of 2-(4-bromophenyl)-1,1-dimethylethylamine. Beige solid. Yield: 54 mg (14%); mass spectrometry: [M+H]+=435, 437. RXN SMILES: C(CN)O.C([O:12][C:13]1[CH:14]=[C:15]([C:24](=[O:28])[CH:25](O)O)[C:16]2[O:21][CH2:20][C:19](=[O:22])[NH:18][C:17]=2[CH:23]=1)C1C=CC=CC=1.[Br:29][C:30]1[CH:35]=[CH:34][C:33]([CH2:36][C:37]([NH2:40])([CH3:39])[CH3:38])=[CH:32][CH:31]=1>>[Br:29][C:30]1[CH:31]=[CH:32][C:33]([CH2:36][C:37]([NH:40][CH2:25][CH:24]([C:15]2[C:16]3[O:21][CH2:20][C:19](=[O:22])[NH:18][C:17]=3[CH:23]=[C:13]([OH:12])[CH:14]=2)[OH:28])([CH3:38])[CH3:39])=[CH:34][CH:35]=1. The reactants are C(O)CN (ethanolamine), C(C1=CC=CC=C1)OC=1C=C(C2=C(NC(CO2)=O)C1)C(C(O)O)=O (6-benzyloxy-8-(2,2-dihydroxy-acetyl)-4H-benzo[1,4]oxazin-3-one), BrC1=CC=C(C=C1)CC(C)(C)N (2-(4-bromophenyl)-1,1-dimethylethylamine). Starting materials: CC(CO)Cc1ccccc1, O=S(Cl)Cl. The product is CC(CCl)Cc1ccccc1. Reaction SMILES: [CH3:1][CH:2]([CH2:3][OH:4])[CH2:5][c:6]1[cH:7][cH:8][cH:9][cH:10][cH:11]1.[S:12]([Cl:13])([Cl:14])=[O:15]>>[CH3:1][CH:2]([CH2:3][Cl:14])[CH2:5][c:6]1[cH:7][cH:8][cH:9][cH:10][cH:11]1. Starting materials: C[S-].[Na+] (Sodium methanethiolate), ClCC1=CC(=CC=C1)[N+](=O)[O-] (1-(chloromethyl)-3-nitrobenzene). Run in C(C)O (ethanol). Run at time 3 hour. The product is CSCC1=CC(=CC=C1)[N+](=O)[O-] (1-[(Methylsulfanyl)methyl]-3-nitrobenzene). The yield is 100.4%. RXN SMILES: [CH3:1][S-:2].[Na+].Cl[CH2:5][C:6]1[CH:11]=[CH:10][CH:9]=[C:8]([N+:12]([O-:14])=[O:13])[CH:7]=1>C(O)C>[CH3:1][S:2][CH2:5][C:6]1[CH:11]=[CH:10][CH:9]=[C:8]([N+:12]([O-:14])=[O:13])[CH:7]=1 |f:0.1|. Reported procedure: Sodium methanethiolate (13.5 g; 192 mmol) was added in two portions to a stirred solution of 1-(chloromethyl)-3-nitrobenzene (30.0 g; 175 mmol) in ethanol (360 mL) at −15° C. The cold bath was removed and the batch was stirred at room temperature for 3 hours. The batch was diluted with brine and extracted with ethyl acetate (2×). The combined organic phases were washed with water, dried (sodium sulfate), filtered and concentrated to give the desired product (32.2 g) that was used without further...